This data is from the Open Reaction Database (ORD), a public repository of structured organic reaction records. The task is: describe an organic reaction: reactants, conditions, products, and yield Reactants: CC=1C(=NC=C(C1)C)N1CCN(CC1)C(=O)C1=CC=C(C=C1)N1C(N(C(C1C)=O)CC1=CC=C(C=C1)OC)=O (1-{4-[4-(3,5-Dimethylpyridin-2-yl)piperazine-1-carbonyl]phenyl}-3-(4-methoxybenzyl)-5-methylimidazolidine-2,4-dione), FC(S(=O)(=O)O)(F)F (trifluoromethanesulfonic acid), C(O)([O-])=O.[Na+] (sodium hydrogen carbonate). The solvent is ClCCCl (1,2-dichloroethane). Conditions: temperature 80 celsius, time 30 minute. Yields the product CC=1C(=NC=C(C1)C)N1CCN(CC1)C(=O)C1=CC=C(C=C1)N1C(NC(C1C)=O)=O (1-{4-[4-(3,5-dimethylpyridin-2-yl)piperazine-1-carbonyl]phenyl}-5-methylimidazolidine-2,4-dione). Yield: 69.3%. RXN SMILES: [CH3:1][C:2]1[C:3]([N:9]2[CH2:14][CH2:13][N:12]([C:15]([C:17]3[CH:22]=[CH:21][C:20]([N:23]4[CH:27]([CH3:28])[C:26](=[O:29])[N:25](CC5C=CC(OC)=CC=5)[C:24]4=[O:39])=[CH:19][CH:18]=3)=[O:16])[CH2:11][CH2:10]2)=[N:4][CH:5]=[C:6]([CH3:8])[CH:7]=1.FC(F)(F)S(O)(=O)=O.C(=O)([O-])O.[Na+]>ClCCCl>[CH3:1][C:2]1[C:3]([N:9]2[CH2:10][CH2:11][N:12]([C:15]([C:17]3[CH:22]=[CH:21][C:20]([N:23]4[CH:27]([CH3:28])[C:26](=[O:29])[NH:25][C:24]4=[O:39])=[CH:19][CH:18]=3)=[O:16])[CH2:13][CH2:14]2)=[N:4][CH:5]=[C:6]([CH3:8])[CH:7]=1 |f:2.3|. Reported procedure: 1-{4-[4-(3,5-Dimethylpyridin-2-yl)piperazine-1-carbonyl]phenyl}-3-(4-methoxybenzyl)-5-methylimidazolidine-2,4-dione (172 mg) described in Example 448 was dissolved in 1,2-dichloroethane (5 mL), trifluoromethanesulfonic acid (0.18 mL) was added, and the mixture was stirred at 80° C. for 30 min. To the reaction mixture was added 5% aqueous sodium hydrogen carbonate solution, and the mixture was extracted with chloroform/methanol (10:1). The organic layer was dried over sodium sulfate, and the solv...